From a dataset of the Open Reaction Database (ORD), a public repository of structured organic reaction records. describe an organic reaction: reactants, conditions, products, and yield The reactants are CC1(NC2CCC(CC2C(C1)C)C)C (2,2,4,6-tetramethyl decahydroquinoline), C1CO1 (Ethylene oxide). The solvent is C(CCCCCCC)O (1-octanol). Conditions: temperature 200 celsius. Yields the product OCCN1C(CC(C2CC(CCC12)C)C)(C)C (1-(2'-hydroxyethyl)-2,2,4,6-tetramethyl decahydroquinoline), product. Reaction SMILES: [CH3:1][C:2]1([CH3:14])[CH2:11][CH:10]([CH3:12])[CH:9]2[CH:4]([CH2:5][CH2:6][CH:7]([CH3:13])[CH2:8]2)[NH:3]1.[CH2:15]1[O:17][CH2:16]1>C(O)CCCCCCC>[OH:17][CH2:16][CH2:15][N:3]1[CH:4]2[CH:9]([CH2:8][CH:7]([CH3:13])[CH2:6][CH2:5]2)[CH:10]([CH3:12])[CH2:11][C:2]1([CH3:14])[CH3:1]. Procedure: 1-(2'-hydroxyethyl)-2,2,4,6-tetramethyl decahydroquinoline was prepared. 50 grams of 2,2,4,6-tetramethyl decahydroquinoline and 50 milliliters of 1-octanol were placed into a reactor vessel equipped for heating and agitation and he mix heated to 200° C. Ethylene oxide was then slowly added to the reactor over a period of 7 hours. The reaction mixture was then distilled to yield a liquid product boiling at 106° C. at 0.5 mm Hg. The NMR and infrared spectra were consistent with the desired product... Starting materials: O (water), OC(C)C1=CC=C(C(=O)OC)C=C1 (Methyl 4-(1-hydroxyethyl)benzoate), [H-].[Na+] (sodium hydride), C(CC)I (propyl iodide). Solvent: CN(C)C=O (DMF). Run at time 1 hour. Product: C(CC)OC(C)C1=CC=C(C(=O)O)C=C1 (4-(1-Propoxyethyl)benzoic acid). Reaction SMILES: [OH:1][CH:2]([C:4]1[CH:13]=[CH:12][C:7]([C:8]([O:10]C)=[O:9])=[CH:6][CH:5]=1)[CH3:3].[CH2:14](I)[CH2:15][CH3:16].[H-].[Na+].O>CN(C=O)C>[CH2:14]([O:1][CH:2]([C:4]1[CH:13]=[CH:12][C:7]([C:8]([OH:10])=[O:9])=[CH:6][CH:5]=1)[CH3:3])[CH2:15][CH3:16] |f:2.3|. Procedure details: Methyl 4-(1-hydroxyethyl)benzoate (2.0 g) dissolved in DMF (30 ml) was mixed with propyl iodide (3.8 g), and then sodium hydride (50% in oil, 0.53 g) was added. After the end of the exothermic reaction, the mixture was stirred for 1 hour and then water was cautiously added. It was extracted with ethyl acetate, and the organic phase was dried over sodium sulfate, filtered and concentrated. The residue was hydrolyzed by method P-a. This resulted in the product with the molecular weight of 208.26 (... Procedure details: This compound is prepared by the method described in Example 3, Step C, except that an equivalent quantity of the product of Step B of the present example replaces ethyl 4-(4-acetyl-4-ethoxycarbonyl-8-acetoxytridec-6-en-1-yl)benzoate. The title compound is purified by column chromatography on silica gel with 4% methanol in chloroform as eluant and is obtained as a nearly colorless, viscous oil. As a reaction SMILES: [C:1]([C:4](C(OCC)=O)([CH2:19][CH2:20][CH2:21][C:22]([O:29]C(=O)C)([CH3:28])[CH2:23][CH2:24][CH2:25][CH2:26][CH3:27])[CH2:5][CH2:6][CH2:7][C:8]1[CH:18]=[CH:17][C:11]([C:12]([O:14]CC)=[O:13])=[CH:10][CH:9]=1)(=[O:3])[CH3:2].C(C(C(OCC)=O)(CC=CC(OC(=O)C)CCCCC)CCCC1C=CC(C(OCC)=O)=CC=1)(=O)C>>[C:1]([CH:4]([CH2:19][CH2:20][CH2:21][C:22]([OH:29])([CH3:28])[CH2:23][CH2:24][CH2:25][CH2:26][CH3:27])[CH2:5][CH2:6][CH2:7][C:8]1[CH:9]=[CH:10][C:11]([C:12]([OH:14])=[O:13])=[CH:17][CH:18]=1)(=[O:3])[CH3:2]. Yields the product C(C)(=O)C(CCCC1=CC=C(C(=O)O)C=C1)CCCC(CCCCC)(C)O (4-(4-Acetyl-8-hydroxy-8-methyltridecyl)benzoic Acid). Starting materials: C(C)(=O)C(CCCC1=CC=C(C(=O)OCC)C=C1)(CCCC(CCCCC)(C)OC(C)=O)C(=O)OCC (Ethyl 4-(4-Acetyl-4-ethoxycarbonyl-8-acetoxy-8-methyltridecyl)benzoate), C(C)(=O)C(CCCC1=CC=C(C(=O)OCC)C=C1)(CC=CC(CCCCC)OC(C)=O)C(=O)OCC (ethyl 4-(4-acetyl-4-ethoxycarbonyl-8-acetoxytridec-6-en-1-yl)benzoate).